From a dataset of the Open Reaction Database (ORD), a public repository of structured organic reaction records. describe an organic reaction: reactants, conditions, products, and yield The reactants are CC(C)(C)OC(=O)N1CCNCC1, C=CCn1c(Cl)nc2c1c(=O)[nH]c(=O)n2C. The product is C=CCn1c(N2CCN(C(=O)OC(C)(C)C)CC2)nc2c1c(=O)[nH]c(=O)n2C. RXN SMILES: [C:17]([CH3:18])([CH3:19])([CH3:20])[O:21][C:22](=[O:23])[N:24]1[CH2:25][CH2:26][NH:27][CH2:28][CH2:29]1.[CH2:1]([CH:2]=[CH2:3])[n:4]1[c:5]([Cl:16])[n:6][c:7]2[n:8]([CH3:15])[c:9](=[O:14])[nH:10][c:11](=[O:13])[c:12]12>>[CH2:1]([CH:2]=[CH2:3])[n:4]1[c:5]([N:27]2[CH2:26][CH2:25][N:24]([C:22]([O:21][C:17]([CH3:18])([CH3:19])[CH3:20])=[O:23])[CH2:29][CH2:28]2)[n:6][c:7]2[n:8]([CH3:15])[c:9](=[O:14])[nH:10][c:11](=[O:13])[c:12]12. Procedure: To a solution of N′-[5-[1-(4-cyanophenyl)-1H-pyrazol-5-yl]-3-(3-nitrophenyl)-2,6-dioxo-1-propyl-1,2,3,6-tetrahydropyrimidin-4-yl]-N,N-dimethylformimidamide (prepared in Example 29) (11.0 mg) in ethanol (1.0 ml) was added 1N hydrochloric acid (2.0 ml) and the resulting mixture was stirred with heating under reflux for six hours. The reaction mixture was concentrated under reduced pressure, and weakly basified with aqueous sodium hydroxide solution, and thereto was added water and the resulting mi... Run in C(C)O (ethanol). Product: NC1=C(C(N(C(N1C1=CC(=CC=C1)[N+](=O)[O-])=O)CCC)=O)C1=CC=NN1C1=CC=C(C#N)C=C1 (4-[5-[6-amino-1-(3-nitrophenyl)-2,4-dioxo-3-propyl-1,2,3,4-tetrahydropyrimidin-5-yl]-1H-pyrazol-1-yl]benzonitrile). Starting materials: C(#N)C1=CC=C(C=C1)N1N=CC=C1C1=C(N(C(N(C1=O)CCC)=O)C1=CC(=CC=C1)[N+](=O)[O-])N=CN(C)C (N′-[5-[1-(4-cyanophenyl)-1H-pyrazol-5-yl]-3-(3-nitrophenyl)-2,6-dioxo-1-propyl-1,2,3,6-tetrahydropyrimidin-4-yl]-N,N-dimethylformimidamide), Cl (hydrochloric acid). The yield is 71.3%. As a reaction SMILES: [C:1]([C:3]1[CH:8]=[CH:7][C:6]([N:9]2[C:13]([C:14]3[C:19](=[O:20])[N:18]([CH2:21][CH2:22][CH3:23])[C:17](=[O:24])[N:16]([C:25]4[CH:30]=[CH:29][CH:28]=[C:27]([N+:31]([O-:33])=[O:32])[CH:26]=4)[C:15]=3[N:34]=CN(C)C)=[CH:12][CH:11]=[N:10]2)=[CH:5][CH:4]=1)#[N:2].Cl>C(O)C>[NH2:34][C:15]1[N:16]([C:25]2[CH:30]=[CH:29][CH:28]=[C:27]([N+:31]([O-:33])=[O:32])[CH:26]=2)[C:17](=[O:24])[N:18]([CH2:21][CH2:22][CH3:23])[C:19](=[O:20])[C:14]=1[C:13]1[N:9]([C:6]2[CH:5]=[CH:4][C:3]([C:1]#[N:2])=[CH:8][CH:7]=2)[N:10]=[CH:11][CH:12]=1. Reactants: C(C)S(=O)(=O)CCN(C1=CC=C2C=NC=3N(C=CC3N12)COCC[Si](C)(C)C)C ((2-Ethanesulfonyl-ethyl)-methyl-[3-(2-trimethylsilanyl-ethoxymethyl)-3H-3,4,8a-triaza-as-indacen-8-yl]-amine), C(=O)(C(F)(F)F)O (TFA). Solvent: C(Cl)Cl (methylene chloride). Reaction conditions: time 2 hour. Product: C(C)S(=O)(=O)CCN(C1=CC=C2C=NC=3NC=CC3N12)C ((2-ethanesulfonyl-ethyl)-methyl-(3H-3,4,8a-triaza-as-indacen-8-yl)-amine). Isolated yield 100.0%. RXN SMILES: [CH2:1]([S:3]([CH2:6][CH2:7][N:8]([CH3:29])[C:9]1[N:20]2[C:12]([CH:13]=[N:14][C:15]3[N:16](COCC[Si](C)(C)C)[CH:17]=[CH:18][C:19]=32)=[CH:11][CH:10]=1)(=[O:5])=[O:4])[CH3:2].C(O)(C(F)(F)F)=O>C(Cl)Cl>[CH2:1]([S:3]([CH2:6][CH2:7][N:8]([CH3:29])[C:9]1[N:20]2[C:12]([CH:13]=[N:14][C:15]3[NH:16][CH:17]=[CH:18][C:19]=32)=[CH:11][CH:10]=1)(=[O:4])=[O:5])[CH3:2]. Reported procedure: (2-Ethanesulfonyl-ethyl)-methyl-[3-(2-trimethylsilanyl-ethoxymethyl)-3H-3,4,8a-triaza-as-indacen-8-yl]-amine (68 mg, 0.16 mmol) was taken up in methylene chloride (3 mL) and TFA (2 mL) and lightly capped and stirred for 2 hours. The volatiles were removed on the rotovap and the remainder was taken up in CH2C12 (25 mL). The volatiles were stripped and the remainder placed on a drying pump for 30 minutes. The material was taken up methylene chloride (2 mL) and ethylene diamine (2 mL) and stirred f... Solvent: C(C)(=O)O (acetic acid), ClCCl (dichloromethane). Procedure details: 65 mg of (Z)-1-(3-nitro-4-methylphenyl)-2-(3,4,5-trimethoxyphenyl) ethene were dissolved in 4 ml of acetic acid and 4 ml of dichloromethane, and 300 mg of zinc were added thereto and stirred for one hour. The reaction liquid was filtered, concentrated and purified by silica gel column chromatography (dichloromethane:hexane=2.1 by volume) to obtain 29 mg of the intended compound. The yield was 46.5%. Reagents/catalysts: [Zn] (zinc). The reactants are [N+](=O)([O-])C=1C=C(C=CC1C)\C=C/C1=CC(=C(C(=C1)OC)OC)OC ((Z)-1-(3-nitro-4-methylphenyl)-2-(3,4,5-trimethoxyphenyl) ethene). Conditions: time 1 hour. Product: NC=1C=C(C=CC1C)\C=C/C1=CC(=C(C(=C1)OC)OC)OC ((Z)-1-(3-amino-4-methylphenyl)-2-(3,4,5-trimethoxyphenyl)ethene). Isolated yield 49.1%. RXN SMILES: [N+:1]([C:4]1[CH:5]=[C:6](/[CH:11]=[CH:12]\[C:13]2[CH:18]=[C:17]([O:19][CH3:20])[C:16]([O:21][CH3:22])=[C:15]([O:23][CH3:24])[CH:14]=2)[CH:7]=[CH:8][C:9]=1[CH3:10])([O-])=O>C(O)(=O)C.ClCCl.[Zn]>[NH2:1][C:4]1[CH:5]=[C:6](/[CH:11]=[CH:12]\[C:13]2[CH:14]=[C:15]([O:23][CH3:24])[C:16]([O:21][CH3:22])=[C:17]([O:19][CH3:20])[CH:18]=2)[CH:7]=[CH:8][C:9]=1[CH3:10]. Starting materials: CO, Cc1ccccc1, C[Si](C)(C)C=[N+]=[N-], CCCCCC, C1COCCO1, O=C(O)CCCC(=O)NCCCCCC1CCSS1. Product: COC(=O)CCCC(=O)NCCCCCC1CCSS1. As a reaction SMILES: [CH3:20][OH:21].[CH3:22][c:23]1[cH:24][cH:25][cH:26][cH:27][cH:28]1.[CH3:29][Si:30]([CH:31]=[N+:32]=[N-:33])([CH3:34])[CH3:35].[CH3:42][CH2:43][CH2:44][CH2:45][CH2:46][CH3:47].[O:36]1[CH2:37][CH2:38][O:39][CH2:40][CH2:41]1.[S:1]1[S:2][CH:3]([CH2:6][CH2:7][CH2:8][CH2:9][CH2:10][NH:11][C:12](=[O:13])[CH2:14][CH2:15][CH2:16][C:17](=[O:18])[OH:19])[CH2:4][CH2:5]1>>[S:1]1[S:2][CH:3]([CH2:6][CH2:7][CH2:8][CH2:9][CH2:10][NH:11][C:12](=[O:13])[CH2:14][CH2:15][CH2:16][C:17](=[O:18])[O:19][CH3:22])[CH2:4][CH2:5]1. Product: Cn1cc(CC2NC(=O)C(CCCN)NC2=O)c2ccccc21. The reactants are Cn1cc(CC2NC(=O)C(CCCNC(=O)OCc3ccccc3)NC2=O)c2ccccc21, CCO. Reaction SMILES: [CH2:1]([O:2][C:3](=[O:4])[NH:11][CH2:12][CH2:13][CH2:14][CH:15]1[C:16](=[O:33])[NH:17][CH:18]([CH2:22][c:23]2[cH:24][n:25]([CH3:32])[c:26]3[cH:27][cH:28][cH:29][cH:30][c:31]23)[C:19](=[O:21])[NH:20]1)[c:5]1[cH:6][cH:7][cH:8][cH:9][cH:10]1.[CH3:34][CH2:35][OH:36]>>[NH2:11][CH2:12][CH2:13][CH2:14][CH:15]1[C:16](=[O:33])[NH:17][CH:18]([CH2:22][c:23]2[cH:24][n:25]([CH3:32])[c:26]3[cH:27][cH:28][cH:29][cH:30][c:31]23)[C:19](=[O:21])[NH:20]1.